Dataset: the Open Reaction Database (ORD), a public repository of structured organic reaction records. Task: describe an organic reaction: reactants, conditions, products, and yield Reaction SMILES: [NH2:1][C@@H:2]([C:11]1[CH:16]=[CH:15][C:14]([Cl:17])=[CH:13][CH:12]=1)[C:3]1[CH:4]=[C:5]([CH:8]=[CH:9][CH:10]=1)[C:6]#[N:7].[CH2:18]([CH:20]1[O:22][CH2:21]1)[Cl:19]>CO>[Cl:19][CH2:18][CH:20]([OH:22])[CH2:21][NH:1][C@@H:2]([C:11]1[CH:12]=[CH:13][C:14]([Cl:17])=[CH:15][CH:16]=1)[C:3]1[CH:4]=[C:5]([CH:8]=[CH:9][CH:10]=1)[C:6]#[N:7]. Starting materials: N[C@H](C=1C=C(C#N)C=CC1)C1=CC=C(C=C1)Cl (3-[(S)-amino(4-chlorophenyl)methyl]benzonitrile), C(Cl)C1CO1 (epichlorhydrin). Procedure details: A solution of 14.0 g (58 mmole) of 3-[(S)-amino(4-chlorophenyl)methyl]benzonitrile and 10.8 g (120 mmole) of epichlorhydrin in 200 mL of methanol was stirred in the dark for 72 hours. The solution was partitioned between CH2Cl2 and water and the layers were separated. The organic layer was dried over Na2SO4 and concentrated to afford the title compound, which was used in the next step without purification; 335 (M+1, 35Cl); 337 (M+1, 37Cl). Yields the product ClCC(CN[C@H](C=1C=C(C#N)C=CC1)C1=CC=C(C=C1)Cl)O (3-[(S)-[(3-chloro-2-hydroxypropyl)amino](4-chlorophenyl)methyl]benzonitrile). Run in CO (methanol). Reactants: Cl (hydrochloric acid), CN1CCN(CC1)C=1N2C(SC3=C(N1)C=CC=C3)=NC=C2 (5-(4-methylpiperazino)-imidazo[2,1-b][1,3,5]benzothiadiazepine), ClC1=CC(=CC=C1)C(=O)OO (m-chloroperbenzoic acid). Solvent: CCOCC (ether), C(Cl)Cl (methylene chloride). Reaction conditions: temperature 0 celsius, time 8 hour. Yields the product Cl.C[N+]1(CCN(CC1)C=1N2C(SC3=C(N1)C=CC=C3)=NC=C2)[O-] (5-(4-methyl-4-oxidopiperazino)-imidazo[2,1-b][1,3,5]benzothiadiazepine hydrochloride). Reaction SMILES: [CH3:1][N:2]1[CH2:7][CH2:6][N:5]([C:8]2[N:9]3[CH:21]=[CH:20][N:19]=[C:10]3[S:11][C:12]3[CH:18]=[CH:17][CH:16]=[CH:15][C:13]=3[N:14]=2)[CH2:4][CH2:3]1.[Cl:22]C1C=CC=C(C(OO)=[O:30])C=1.Cl>C(Cl)Cl.CCOCC>[ClH:22].[CH3:1][N+:2]1([O-:30])[CH2:7][CH2:6][N:5]([C:8]2[N:9]3[CH:21]=[CH:20][N:19]=[C:10]3[S:11][C:12]3[CH:18]=[CH:17][CH:16]=[CH:15][C:13]=3[N:14]=2)[CH2:4][CH2:3]1 |f:5.6|. Procedure: To the solution of 88 mg of 5-(4-methylpiperazino)-imidazo[2,1-b][1,3,5]benzothiadiazepine in 1 ml of methylene chloride, 74 mg of m-chloroperbenzoic acid are added at 0° C. The mixture is stirred at 0° C. overnight; this is diluted with 1 ml of ether, one equivalent of ethereal hydrochloric acid solution is added and the resulting precipitate is collected. Recrystallization from methanol-ethyl acetate yields 5-(4-methyl-4-oxidopiperazino)-imidazo[2,1-b][1,3,5]benzothiadiazepine hydrochloride, m... Reactants: FC=1C(=CN(C1C=1C(=NC=CC1)F)S(=O)(=O)C=1C=NC=CC1C)CNC (1-{4-fluoro-5-(2-fluoropyridin-3-yl)-1-[(4-methylpyridin-3-yl)sulfonyl]-1H-pyrrol-3-yl}-N-methylmethanamine), C(\C=C\C(=O)O)(=O)O (fumaric acid). The solvent is C(C)(=O)OCC (ethyl acetate), C(C)O (ethanol). Product: C(\C=C\C(=O)O)(=O)O.FC=1C(=CN(C1C=1C(=NC=CC1)F)S(=O)(=O)C=1C=NC=CC1C)CNC (1-{4-Fluoro-5-(2-fluoropyridin-3-yl)-1-[(4-methylpyridin-3-yl)sulfonyl]-1H-pyrrol-3-yl}-N-methylmethanamine fumarate). Yield: 81.0%. Reaction SMILES: [F:1][C:2]1[C:3]([CH2:24][NH:25][CH3:26])=[CH:4][N:5]([S:14]([C:17]2[CH:18]=[N:19][CH:20]=[CH:21][C:22]=2[CH3:23])(=[O:16])=[O:15])[C:6]=1[C:7]1[C:8]([F:13])=[N:9][CH:10]=[CH:11][CH:12]=1.[C:27]([OH:34])(=[O:33])/[CH:28]=[CH:29]/[C:30]([OH:32])=[O:31]>C(OCC)(=O)C.C(O)C>[C:27]([OH:34])(=[O:33])/[CH:28]=[CH:29]/[C:30]([OH:32])=[O:31].[F:1][C:2]1[C:3]([CH2:24][NH:25][CH3:26])=[CH:4][N:5]([S:14]([C:17]2[CH:18]=[N:19][CH:20]=[CH:21][C:22]=2[CH3:23])(=[O:16])=[O:15])[C:6]=1[C:7]1[C:8]([F:13])=[N:9][CH:10]=[CH:11][CH:12]=1 |f:4.5|. Procedure details: To a solution of tert-butyl ({4-fluoro-5-(2-fluoropyridin-3-yl)-1-[(4-methylpyridin-3-yl)sulfonyl]-1H-pyrrol-3-yl}methyl)methylcarbamate (127 mg) in ethyl acetate (2 mL) and 2-propanol (0.5 mL) was added 4N hydrogen chloride-ethyl acetate solution (2 mL), and the mixture was stirred at room temperature for 2 hr. The reaction mixture was concentrated under reduced-pressure, and the residue was diluted with saturated aqueous sodium hydrogen carbonate solution, and extracted with ethyl acetate. The... Reactants: O=C([O-])[O-], COCc1cc([N+](=O)[O-])ccc1O, CN(C)C=O, ClCc1ccccc1, [K+], [K+], O. Product: COCc1cc([N+](=O)[O-])ccc1OCc1ccccc1. As a reaction SMILES: [C:14](=[O:15])([O-:16])[O-:17].[CH3:1][O:2][CH2:3][c:4]1[c:5]([OH:13])[cH:6][cH:7][c:8]([N+:10](=[O:11])[O-:12])[cH:9]1.[CH3:20][N:21]([CH3:22])[CH:23]=[O:24].[Cl:25][CH2:26][c:27]1[cH:28][cH:29][cH:30][cH:31][cH:32]1.[K+:18].[K+:19].[OH2:33]>>[CH3:1][O:2][CH2:3][c:4]1[c:5]([O:13][CH2:26][c:27]2[cH:28][cH:29][cH:30][cH:31][cH:32]2)[cH:6][cH:7][c:8]([N+:10](=[O:11])[O-:12])[cH:9]1. Starting materials: BrB(Br)Br, COCCNc1nonc1-c1noc(=O)n1Cc1cc(Br)co1, O=C([O-])O, ClCCl, [Na+], O. The product is O=c1onc(-c2nonc2NCCO)n1Cc1cc(Br)co1. Reaction SMILES: [B:24]([Br:25])([Br:26])[Br:27].[Br:1][c:2]1[cH:3][c:4]([CH2:7][n:8]2[c:9](-[c:14]3[n:15][o:16][n:17][c:18]3[NH:19][CH2:20][CH2:21][O:22][CH3:23])[n:10][o:11][c:12]2=[O:13])[o:5][cH:6]1.[C:28](=[O:29])([OH:30])[O-:31].[Cl:33][CH2:34][Cl:35].[Na+:32].[OH2:36]>>[Br:1][c:2]1[cH:3][c:4]([CH2:7][n:8]2[c:9](-[c:14]3[n:15][o:16][n:17][c:18]3[NH:19][CH2:20][CH2:21][OH:22])[n:10][o:11][c:12]2=[O:13])[o:5][cH:6]1. Starting materials: Cl.C(C)(C)OCC=1N=C(NC1C)C1=CC=C(C=C1)OC (4-isopropoxymethyl-2-(p-methoxyphenyl)-5-methylimidazole hydrochloride), Cl (hydrochloric acid). Solvent: O (water). Conditions: time 4 hour. Product: Cl.OCC=1N=C(NC1C)C1=CC=C(C=C1)OC (4-hydroxymethyl-2-(p-methoxyphenyl)-5-methylimidazole hydrochloride). The yield is 94.6%. RXN SMILES: [ClH:1].C([O:5][CH2:6][C:7]1[N:8]=[C:9]([C:13]2[CH:18]=[CH:17][C:16]([O:19][CH3:20])=[CH:15][CH:14]=2)[NH:10][C:11]=1[CH3:12])(C)C.Cl>O>[ClH:1].[OH:5][CH2:6][C:7]1[N:8]=[C:9]([C:13]2[CH:18]=[CH:17][C:16]([O:19][CH3:20])=[CH:15][CH:14]=2)[NH:10][C:11]=1[CH3:12] |f:0.1,4.5|. Procedure details: A mixture of 4-isopropoxymethyl-2-(p-methoxyphenyl)-5-methylimidazole hydrochloride (48.9 g, 0.164 mole) in 500 ml of water is stirred and refluxed. To this mixture is added 50 ml of concentrated hydrochloric acid and stirring and refluxing are continued for 4 hrs. The mixture is then chilled and filtered to give about 39.5 g (94%) of 4-hydroxymethyl-2-(p-methoxyphenyl)-5-methylimidazole hydrochloride which is recrystallized from isopropyl alcohol, m.p. 146°-148° C (dec.). Treatment with alkali ... Reactants: C(CCCCCCCCCCCCC)(=O)OC(C)C (isopropyl myristate), CN(C)CC/C=C\1/C=2C=CC=CC2COC3=C1C=C(C=C3)CC(=O)O.Cl (olopatadine hydrochloride), C(C)(=O)OCC (ethyl acetate), C(C=C)(=O)[O-] (acrylate), CN(C)CC/C=C\1/C=2C=CC=CC2COC3=C1C=C(C=C3)CC(=O)O.Cl (olopatadine hydrochloride), CN(C)CC/C=C\1/C=2C=CC=CC2COC3=C1C=C(C=C3)CC(=O)O.Cl (olopatadine hydrochloride). The solvent is C1(=CC=CC=C1)C (toluene), C(C)(=O)OCC.C1(=CC=CC=C1)C (ethyl acetate toluene). Product: CN(C)CC/C=C\1/C=2C=CC=CC2COC3=C1C=C(C=C3)CC(=O)O (Olopatadine). RXN SMILES: [CH3:1][N:2]([CH2:4][CH2:5]/[CH:6]=[C:7]1/[C:8]2[CH:9]=[CH:10][CH:11]=[CH:12][C:13]=2[CH2:14][O:15][C:16]2[CH:21]=[CH:20][C:19]([CH2:22][C:23]([OH:25])=[O:24])=[CH:18][C:17]/1=2)[CH3:3].Cl.C(OCC)(=O)C.C(OC(C)C)(=O)CCCCCCCCCCCCC.C([O-])(=O)C=C>C1(C)C=CC=CC=1.C(OCC)(=O)C.C1(C)C=CC=CC=1>[CH3:1][N:2]([CH2:4][CH2:5]/[CH:6]=[C:7]1/[C:8]2[CH:9]=[CH:10][CH:11]=[CH:12][C:13]=2[CH2:14][O:15][C:16]2[CH:21]=[CH:20][C:19]([CH2:22][C:23]([OH:25])=[O:24])=[CH:18][C:17]/1=2)[CH3:3] |f:0.1,6.7|. Procedure details: The obtained olopatadine hydrochloride was mixed with about 2 mL of ethyl acetate. The mixture was subjected to ultrasonication in disposable cup for about 30 seconds in order to dissolve or disperse olopatadine hydrochloride, and fully mixed with isopropyl myristate. Acrylic pressure sensitive adhesive 3.7125 g (PE-300; acrylate copolymer; solid content of 40% by weight (ethyl acetate/toluene mixed solvent): 1.485 g; Nippon Carbide Industries Co., Ltd.) and crosslinking agent 0.015 g (CK401; me... Reactants: C(C)OC(=O)C1CN2C(=NC3=C(C2=O)C=NN3C)S1 (6,7-Dihydro-7-ethoxycarbonyl-1-methylpyrazolo[3,4-d]thiazolo[3,2-a]pyrimidin-4(1H)-one), [OH-].[Li+] (lithium hydroxide). Solvent: O1CCOCC1 (dioxane), O (water). Run at time 30 minute. Product: C(=O)(O)C1CN2C(=NC3=C(C2=O)C=NN3C)S1 (7-Carboxy-6,7-dihydro-1-methylpyrazolo[3,4-d]thiazolo[3,2-a]pyrimidin-4(1H)-one). Isolated yield 69.2%. As a reaction SMILES: C([O:3][C:4]([CH:6]1[S:19][C:9]2=[N:10][C:11]3[N:17]([CH3:18])[N:16]=[CH:15][C:12]=3[C:13](=[O:14])[N:8]2[CH2:7]1)=[O:5])C.[OH-].[Li+]>O1CCOCC1.O>[C:4]([CH:6]1[S:19][C:9]2=[N:10][C:11]3[N:17]([CH3:18])[N:16]=[CH:15][C:12]=3[C:13](=[O:14])[N:8]2[CH2:7]1)([OH:5])=[O:3] |f:1.2|. Procedure details: In a mixture of 50 ml of dioxane and 14 ml of water was dissolved 1.30 g (6.24 mmol) of Compound 42 prepared in Example 33, and 0.52 g (12.5 mmol) of lithium hydroxide was added to the solution, followed by stirring at room temperature for 30 minutes. After evaporation of the solvent, the residue was dissolved in water, and then hydrochloric acid was added. The precipitated crystals were collected by filtration, and washed with water, followed by recrystallization from dimethylformamide/water to... The reactants are ClC=1C=CC2=C(NC(CC3=C2N=C(N=C3)NC3=CC=C(C=C3)I)=O)C1 (9-chloro-2-(4-iodo-phenylamino)-5H,7H-benzo[b]pyrimido[4,5-d]azepin-6-one), C(C#C)O (prop-2-yn-1-ol). The product is ClC=1C=CC2=C(NC(CC3=C2N=C(N=C3)NC3=CC=C(C=C3)C#CCO)=O)C1 (9-Chloro-2-[4-(3-hydroxy-prop-1-ynyl)-phenylamino]-5H,7H-benzo[b]pyrimido[4,5-d]azepin-6-one). As a reaction SMILES: [Cl:1][C:2]1[CH:3]=[CH:4][C:5]2[C:11]3[N:12]=[C:13]([NH:16][C:17]4[CH:22]=[CH:21][C:20](I)=[CH:19][CH:18]=4)[N:14]=[CH:15][C:10]=3[CH2:9][C:8](=[O:24])[NH:7][C:6]=2[CH:25]=1.[CH2:26]([OH:29])[C:27]#[CH:28]>>[Cl:1][C:2]1[CH:3]=[CH:4][C:5]2[C:11]3[N:12]=[C:13]([NH:16][C:17]4[CH:22]=[CH:21][C:20]([C:28]#[C:27][CH2:26][OH:29])=[CH:19][CH:18]=4)[N:14]=[CH:15][C:10]=3[CH2:9][C:8](=[O:24])[NH:7][C:6]=2[CH:25]=1. Reported procedure: In a manner similar to that described for Method O, 9-chloro-2-(4-iodo-phenylamino)-5H,7H-benzo[b]pyrimido[4,5-d]azepin-6-one (I-36) and prop-2-yn-1-ol were converted to I-54 (86%): HRMS Calcd. for C21H11ClN4O2: 391.0961, Found 391.0960. Reactants: C1(CC1)NC1=CC=C(C(=N1)N1CCN(CC1)C(=O)OCC)F (4-[6-(cyclo- propylamino)-3-fluoro-2-pyridinyl]-1-piperazine carboxylic acid, ethyl ester), C(C)OC(C(C(=O)OCC)=COCC)=O (diethyl(ethoxymethylene)malonate), C=1(C(=CC=CC1)C)C (xylene). The product is C1(CC1)C(NC1=NC(=C(C=C1)F)N1CCN(CC1)C(=O)OCC)=C(C(=O)OCC)C(=O)OCC ([Cyclopropyl[6-[4-(ethoxycarbonyl)-1-piperazinyl]-5-fluoro-2-pyridinylamino]methylene]propanedioic Acid, Diethyl Ester). Procedure: A solution of 3.8 g (12.3 mmole) of 4-[6-(cyclo- propylamino)-3-fluoro-2-pyridinyl]-1-piperazine carboxylic acid, ethyl ester, 2.7 g (12.3 mmole) of diethyl(ethoxymethylene)malonate and 50 ml of xylene was refluxed for 24 hours. The solvent was removed in vacuo and the residue was chromatograhed over silica gel eluting with chloroform/ethyl acetate (80/20) to give 2.3 g of the title compound as a viscous oil which was used without further purification. As a reaction SMILES: C1([NH:4][C:5]2[N:10]=[C:9]([N:11]3[CH2:16][CH2:15][N:14]([C:17]([O:19][CH2:20][CH3:21])=[O:18])[CH2:13][CH2:12]3)[C:8]([F:22])=[CH:7][CH:6]=2)CC1.[CH2:23]([O:25][C:26](=[O:37])[C:27](=[CH:33]OCC)[C:28]([O:30][CH2:31][CH3:32])=[O:29])[CH3:24].[C:38]1([CH3:45])[C:39](C)=CC=CC=1>>[CH:45]1([C:33](=[C:27]([C:26]([O:25][CH2:23][CH3:24])=[O:37])[C:28]([O:30][CH2:31][CH3:32])=[O:29])[NH:4][C:5]2[CH:6]=[CH:7][C:8]([F:22])=[C:9]([N:11]3[CH2:12][CH2:13][N:14]([C:17]([O:19][CH2:20][CH3:21])=[O:18])[CH2:15][CH2:16]3)[N:10]=2)[CH2:38][CH2:39]1.